From a dataset of the Open Reaction Database (ORD), a public repository of structured organic reaction records. describe an organic reaction: reactants, conditions, products, and yield Reactants: OC=1NC2=C(N1)C=CC=C2 (2-hydroxybenzimidazole), CC(C(=O)Cl)CC(=O)OC (2-methyl-3-carbomethoxy propionyl chloride), [Cl-].[Al+3].[Cl-].[Cl-] (aluminum chloride). The solvent is C(=S)=S (Carbon disulfide). Yields the product C(=O)(O)CC(C(=O)C1=CC2=C(N=C(N2)O)C=C1)C (5-(3-Carboxy-2-methyl-propionyl)-2-hydroxybenzimidazole). RXN SMILES: [OH:1][C:2]1[NH:3][C:4]2[CH:10]=[CH:9][CH:8]=[CH:7][C:5]=2[N:6]=1.[CH3:11][CH:12]([CH2:16][C:17]([O:19]C)=[O:18])[C:13](Cl)=[O:14].[Cl-].[Al+3].[Cl-].[Cl-]>C(=S)=S>[C:17]([CH2:16][CH:12]([CH3:11])[C:13]([C:8]1[CH:9]=[CH:10][C:4]2[N:3]=[C:2]([OH:1])[NH:6][C:5]=2[CH:7]=1)=[O:14])([OH:19])=[O:18] |f:2.3.4.5|. Reported procedure: Carbon disulfide (90 ml), 2-hydroxybenzimidazole (4.1 g) and 2-methyl-3-carbomethoxy propionyl chloride (5 g) are added to aluminum chloride (20.3 g) under nitrogen. The resulting mixture is refluxed for about 45 hours, quenched with ice cold 6N HCl and the acidic mixture filtered. The filtered solid is washed with water and dried in vacuo, affording the desired product as a solid, M.P. 223° C. (dec).